From a dataset of the Open Reaction Database (ORD), a public repository of structured organic reaction records. describe an organic reaction: reactants, conditions, products, and yield The reactants are ClC1=NC(=C2N=CN(C2=N1)C1CCCC1)Cl (2,6-dichloro-9-cyclopentylpurine), ClC=1C=C(CN)C=CC1Cl (3,4-dichlorobenzylamine). The solvent is C(C)N(CC)CC (triethylamine). Product: ClC1=NC(=C2N=CN(C2=N1)C1CCCC1)NCC1=CC(=C(C=C1)Cl)Cl (2-Chloro-6-[(3,4-dichlorobenzyl)amino]-9-cyclopentylpurine). Reaction SMILES: [Cl:1][C:2]1[N:10]=[C:9]2[C:5]([N:6]=[CH:7][N:8]2[CH:11]2[CH2:15][CH2:14][CH2:13][CH2:12]2)=[C:4](Cl)[N:3]=1.[Cl:17][C:18]1[CH:19]=[C:20]([CH:23]=[CH:24][C:25]=1[Cl:26])[CH2:21][NH2:22]>C(N(CC)CC)C>[Cl:1][C:2]1[N:10]=[C:9]2[C:5]([N:6]=[CH:7][N:8]2[CH:11]2[CH2:15][CH2:14][CH2:13][CH2:12]2)=[C:4]([NH:22][CH2:21][C:20]2[CH:23]=[CH:24][C:25]([Cl:26])=[C:18]([Cl:17])[CH:19]=2)[N:3]=1. Procedure details: 2-Chloro-6-[(3,4-dichlorobenzyl)amino]-9-cyclopentylpurine is prepared from 2,6-dichloro-9-cyclopentylpurine, 3,4-dichlorobenzylamine, and triethylamine essentially as described above in Example 1, Scheme A, step b. The reactants are N1(CCCC1)CCN (2-pyrrolidin-1-yl-ethylamine), ClC1=CC=C(C=N1)S(=O)(=O)Cl (6-chloropyridine-3-sulfonyl chloride). The product is ClC1=CC=C(C=N1)S(=O)(=O)NCCN1CCCC1 (6-Chloro-N-(2-pyrrolidin-1-ylethyl)pyridine-3-sulfonamide). Reaction SMILES: [N:1]1([CH2:6][CH2:7][NH2:8])[CH2:5][CH2:4][CH2:3][CH2:2]1.[Cl:9][C:10]1[N:15]=[CH:14][C:13]([S:16](Cl)(=[O:18])=[O:17])=[CH:12][CH:11]=1>>[Cl:9][C:10]1[N:15]=[CH:14][C:13]([S:16]([NH:8][CH2:7][CH2:6][N:1]2[CH2:5][CH2:4][CH2:3][CH2:2]2)(=[O:18])=[O:17])=[CH:12][CH:11]=1. Procedure: The title compound was prepared as described for Example 3 using 2-pyrrolidin-1-yl-ethylamine and 6-chloropyridine-3-sulfonyl chloride (described in: Naegeli, C. et al. Helv. Chim. Actal. 1938, 21, 746-1750). Purification on a silica gel column using ethyl acetate/triethylamine, (9:1), as the eluent gave the title compound. Yield: 58%: 1H NMR (CDCl3, 400 MHz) δ 8.79 (d, J=2Hz, 1 H), 8.05 (dd, J=8, 3Hz, 1 H), 7.42 (d, J=9 Hz, 1 H), 3.00 (app. t, J=6 Hz, 2 H), 2.50 (app. t, J=6 Hz, 2 H), 2.33 (m, ... The reactants are ClC1=CC=C(C=N1)CC(=O)NC1=NC=C(C=C1)C1=CC(=CC=C1)F (2-(6-chloropyridin-3-yl)-N-(5-(3-fluorophenyl)pyridin-2-yl)acetamide), N1(CCNCC1)C(C)=O (1-(piperazin-1-yl)ethanone). Run in CCOC(=O)C (EtOAc). Product: C(C)(=O)N1CCN(CC1)C1=CC=C(C=N1)CC(=O)NC1=NC=C(C=C1)C1=CC(=CC=C1)F (2-(6-(4-acetylpiperazin-1-yl)pyridin-3-yl)-N-(5-(3-fluorophenyl)pyridin-2-yl)acetamide). RXN SMILES: Cl[C:2]1[N:7]=[CH:6][C:5]([CH2:8][C:9]([NH:11][C:12]2[CH:17]=[CH:16][C:15]([C:18]3[CH:23]=[CH:22][CH:21]=[C:20]([F:24])[CH:19]=3)=[CH:14][N:13]=2)=[O:10])=[CH:4][CH:3]=1.[N:25]1([C:31](=[O:33])[CH3:32])[CH2:30][CH2:29][NH:28][CH2:27][CH2:26]1>CCOC(C)=O>[C:31]([N:25]1[CH2:30][CH2:29][N:28]([C:2]2[N:7]=[CH:6][C:5]([CH2:8][C:9]([NH:11][C:12]3[CH:17]=[CH:16][C:15]([C:18]4[CH:23]=[CH:22][CH:21]=[C:20]([F:24])[CH:19]=4)=[CH:14][N:13]=3)=[O:10])=[CH:4][CH:3]=2)[CH2:27][CH2:26]1)(=[O:33])[CH3:32]. Reported procedure: 2-(6-Chloropyridin-3-yl)-N-(5-(3-fluorophenyl)pyridin-2-yl)acetamide 140-1 (100 mg, 0.29 mmol) was heated with 1-(piperazin-1-yl)ethanone (0.8 ml) at 108° C. for 4 hours. The mixture was dissolved in EtOAc (30 ml), washed with water (40 mL), and dried over Na2SO4. After concentration by evaporation, the residue was subjected to reverse phase HPLC to afford 2-(6-(4-acetylpiperazin-1-yl)pyridin-3-yl)-N-(5-(3-fluorophenyl)pyridin-2-yl)acetamide 140 as solid.